Dataset: the Open Reaction Database (ORD), a public repository of structured organic reaction records. Task: describe an organic reaction: reactants, conditions, products, and yield Reactants: S(=S)(=O)([O-])[O-].[Na+].[Na+] (sodium thiosulphate), OCC1CC(N(C1)CC1=CC=C(C=C1)OC)=O (4-Hydroxymethyl-1-(4-methoxy-benzyl)-pyrrolidine-2-one), C1(=CC=CC=C1)P(C1=CC=CC=C1)C1=CC=CC=C1 (triphenylphosphine), N1C=NC=C1 (imidazole), II (iodine). Solvent: C1(=CC=CC=C1)C (PhMe). Run at time 5 hour. Product: ICC1CC(N(C1)CC1=CC=C(C=C1)OC)=O (4-Iodomethyl-1-(4-methoxy-benzyl)-pyrrolidin-2-one). Reaction SMILES: O[CH2:2][CH:3]1[CH2:7][N:6]([CH2:8][C:9]2[CH:14]=[CH:13][C:12]([O:15][CH3:16])=[CH:11][CH:10]=2)[C:5](=[O:17])[CH2:4]1.C1(P(C2C=CC=CC=2)C2C=CC=CC=2)C=CC=CC=1.N1C=CN=C1.[I:42]I.S([O-])([O-])(=O)=S.[Na+].[Na+]>C1(C)C=CC=CC=1>[I:42][CH2:2][CH:3]1[CH2:7][N:6]([CH2:8][C:9]2[CH:14]=[CH:13][C:12]([O:15][CH3:16])=[CH:11][CH:10]=2)[C:5](=[O:17])[CH2:4]1 |f:4.5.6|. Procedure: To alcohol 80 (12.9 g, 0.055 mol) in PhMe was added triphenylphosphine (20 g, 0.077 mol), imidazole (10.8 g, 0.16 mol), and iodine (19 g, 0.075 mol). The suspension was stirred at room temperature 5 hours. A saturated aqueous solution of sodium thiosulphate was added and the two layers separated. The aqueous phase was extracted with ether and the combined organic phases washed with brine, dried (MgSO4) and concentrated. Flash chromatography (6:1 to 4:1 toluene/acetone) of the residue gave iodide... Reactants: C1CCNC1, CCO, CC(C)O, Cl, CC(=O)c1c(-c2ccccc2)oc2ccccc12. RXN SMILES: [CH2:19]1[CH2:20][CH2:21][NH:22][CH2:23]1.[CH3:29][CH2:30][OH:31].[CH:25]([OH:26])([CH3:27])[CH3:28].[ClH:24].[c:1]1(-[c:7]2[o:8][c:9]3[c:10]([c:11]2[C:12]([CH3:13])=[O:14])[cH:15][cH:16][cH:17][cH:18]3)[cH:2][cH:3][cH:4][cH:5][cH:6]1>>[c:1]1(-[c:7]2[o:8][c:9]3[c:10]([c:11]2[C:12]([CH2:13][CH2:25][N:22]2[CH2:21][CH2:20][CH2:19][CH2:23]2)=[O:14])[cH:15][cH:16][cH:17][cH:18]3)[cH:2][cH:3][cH:4][cH:5][cH:6]1. The product is O=C(CCN1CCCC1)c1c(-c2ccccc2)oc2ccccc12.